From a dataset of the Open Reaction Database (ORD), a public repository of structured organic reaction records. describe an organic reaction: reactants, conditions, products, and yield The reactants are CS(=O)C (DMSO), ice, NCCCN1C=NC=C1 (1-(3-aminopropyl)imidazole), FC1=CC=C(C=C1)[N+](=O)[O-] (1-fluoro-4-nitrobenzene). The solvent is C(C)N(CC)CC (triethylamine). Conditions: temperature 80 celsius, time 12 hour. Product: [N+](=O)([O-])C1=CC=C(C=C1)NCCCN1C=NC=C1 ((4-nitrophenyl)(3-(imidazol-1-yl)-propyl)amine). Isolated yield 111.4%. RXN SMILES: CS(C)=O.[NH2:5][CH2:6][CH2:7][CH2:8][N:9]1[CH:13]=[CH:12][N:11]=[CH:10]1.F[C:15]1[CH:20]=[CH:19][C:18]([N+:21]([O-:23])=[O:22])=[CH:17][CH:16]=1>C(N(CC)CC)C>[N+:21]([C:18]1[CH:19]=[CH:20][C:15]([NH:5][CH2:6][CH2:7][CH2:8][N:9]2[CH:13]=[CH:12][N:11]=[CH:10]2)=[CH:16][CH:17]=1)([O-:23])=[O:22]. Procedure: 100 ml of DMSO were introduced into a 500 ml three-necked flask and treated with 10.3 g of triethylamine, 12.8 g of 1-(3-aminopropyl)imidazole and 14.4 g of 1-fluoro-4-nitrobenzene. The mixture was stirred at 80° C. for 12 h, cooled to room temperature and subsequently poured onto 1 l of ice. A sample of the resulting oily precipitate was triturated with H2O until crystallization commenced. A sample of the mixture was seeded with the crystals thus obtained and crystallized at room temperature fo... Reactants: C(C)(=O)C=1C=CC(=C2CCCCC12)OC (8-acetyl-1,2,3,4-tetrahydro-5-methoxynaphthalene), S(O)(O)(=O)=O (sulfuric acid), [N+](=O)(O)[O-] (nitric acid). The reagents and catalysts are C(C)(=O)OC(C)=O (acetic anhydride). Solvent: C(C)(=O)OC(C)=O (acetic anhydride). Reaction conditions: time 20 minute. Product: C(C)(=O)C=1C=C(C(=C2CCCCC12)OC)[N+](=O)[O-] (8-Acetyl-1,2,3,4-tetrahydro-5-methoxy-6-nitronaphthalene). Yield: 59.4%. RXN SMILES: [N+:1]([O-:4])(O)=[O:2].[C:5]([C:8]1[CH:9]=[CH:10][C:11]([O:18][CH3:19])=[C:12]2[C:17]=1[CH2:16][CH2:15][CH2:14][CH2:13]2)(=[O:7])[CH3:6].S(=O)(=O)(O)O>C(OC(=O)C)(=O)C>[C:5]([C:8]1[CH:9]=[C:10]([N+:1]([O-:4])=[O:2])[C:11]([O:18][CH3:19])=[C:12]2[C:17]=1[CH2:16][CH2:15][CH2:14][CH2:13]2)(=[O:7])[CH3:6]. Procedure: A solution of 100% nitric acid (0.42 ml, 10 mmol) in 2 ml of acetic anhydride was added dropwise with stirring at -10° to -15° C. to a solution of 8-acetyl-1,2,3,4-tetrahydro-5-methoxynaphthalene (2.1 g, 10 mmol) in 25 ml of acetic anhydride containing one drop of conc. sulfuric acid. Stirring was continued for 20 min. at the same temperature, then the reaction mixture was poured into 100 ml of icewater. The precipitated crystals were collected by filtration and washed with water and a small amo... Reactants: C(=O)(O)[O-].[Na+] (NaHCO3), C(C1=CC=CC=C1)C=1NCCC1 (2-benzylpyrroline), BrCC(=O)C1=CC=C(C=C1)F (2-bromo-1-(4-fluorophenyl)ethanone). Solvent: C(C)O (ethanol). Conditions: time 42 hour. The product is FC1=CC=C(C=C1)C1=CN2CCCC2=C1C1=CC=CC=C1 (6-(4-Fluorophenyl)-7-phenyl-2,3-dihydro-1H-pyrrolizine). Reaction SMILES: Br[CH2:2][C:3]([C:5]1[CH:10]=[CH:9][C:8]([F:11])=[CH:7][CH:6]=1)=O.C([O-])(O)=O.[Na+].[CH2:17]([C:24]1[NH:25][CH2:26][CH2:27][CH:28]=1)[C:18]1[CH:23]=[CH:22][CH:21]=[CH:20][CH:19]=1>C(O)C>[F:11][C:8]1[CH:9]=[CH:10][C:5]([C:3]2[C:17]([C:18]3[CH:23]=[CH:22][CH:21]=[CH:20][CH:19]=3)=[C:24]3[N:25]([CH2:26][CH2:27][CH2:28]3)[CH:2]=2)=[CH:6][CH:7]=1 |f:1.2|. Procedure details: According to the procedure of Laufer et al. (J. Med. Chem. 1994, 37, 1894-1897), first 2-bromo-1-(4-fluorophenyl)ethanone (10.8 g, 0.05 mol) in portions and then NaHCO3 (5.0 g, 0.06 mol) are added to a solution of 2-benzylpyrroline (Example 1a, 15 g, 80%, 0.075 mol) in ethanol (150 ml) in a round-bottomed flask. The reaction mixture is stirred for 24-60 h with exclusion of light; during this time the temperature of the solution is kept between 30-40° C. The reactants are CCN(C(C)C)C(C)C (DIPEA), CC(C)(C)OC(=O)N[C@@H](C(=O)O)CC ((2R)-2-({[(1,1-dimethylethyl)oxy]carbonyl}amino)butanoic acid), CN(C)C(=[N+](C)C)ON1C2=C(C=CC=C2)N=N1.[B-](F)(F)(F)F (TBTU), C(C)C1OCC2=C1C(=CC=C2)OC2=CC=C(C=N2)N (6-[(3-ethyl-1,3-dihydro-2-benzofuran-4-yl)oxy]-3-pyridinamine), C(C)C1OCC2=C1C(=CC=C2)OC2=CC=C(C=N2)N (6-[(3-ethyl-1,3-dihydro-2-benzofuran-4-yl)oxy]-3-pyridinamine). Run in CN(C=O)C (N,N-dimethylformamide). Conditions: temperature 60 celsius. The product is C(C)C1OCC2=C1C(=CC=C2)OC2=CC=C(C=N2)NC(=O)[C@@H](CC)NC(OC(C)(C)C)=O (1,1-dimethylethyl {(1R)-1-[({6-[(3-ethyl-1,3-dihydro-2-benzofuran-4-yl)oxy]-3-pyridinyl}amino)carbonyl]propyl}carbamate). The yield is 73.7%. Reaction SMILES: CCN(C(C)C)C(C)C.[CH3:10][C:11]([O:14][C:15]([NH:17][C@H:18]([CH2:22][CH3:23])[C:19]([OH:21])=O)=[O:16])([CH3:13])[CH3:12].CN(C(ON1N=NC2C=CC=CC1=2)=[N+](C)C)C.[B-](F)(F)(F)F.[CH2:46]([CH:48]1[C:52]2[C:53]([O:57][C:58]3[N:63]=[CH:62][C:61]([NH2:64])=[CH:60][CH:59]=3)=[CH:54][CH:55]=[CH:56][C:51]=2[CH2:50][O:49]1)[CH3:47]>CN(C)C=O>[CH2:46]([CH:48]1[C:52]2[C:53]([O:57][C:58]3[N:63]=[CH:62][C:61]([NH:64][C:19]([C@H:18]([NH:17][C:15](=[O:16])[O:14][C:11]([CH3:10])([CH3:12])[CH3:13])[CH2:22][CH3:23])=[O:21])=[CH:60][CH:59]=3)=[CH:54][CH:55]=[CH:56][C:51]=2[CH2:50][O:49]1)[CH3:47] |f:2.3|. Procedure: In a 8 ml vial 6-[(3-ethyl-1,3-dihydro-2-benzofuran-4-yl)oxy]-3-pyridinamine (Intermediate 108, 10 mg) was dissolved in N,N-dimethylformamide (1 ml) to give a colourless solution. DIPEA (10.22 μl, 0.059 mmol), (2R)-2-({[(1,1-dimethylethyl)oxy]carbonyl}amino)butanoic acid (9.52 mg, 0.047 mmol) and, finally, TBTU (15.03 mg, 0.047 mmol) were added. The reaction mixture was shaken at 60° C. After overnight shaking, the reaction was completed. The reaction mixture was evaporated under vacuum to give ...